This data is from the Open Reaction Database (ORD), a public repository of structured organic reaction records. The task is: describe an organic reaction: reactants, conditions, products, and yield The reactants are ClC1=CC(=NC2=CC=C(C=C12)OC)C1=CC=CC=C1 (4-chloro-6-methoxy-2-phenyl-quinoline), B(Br)(Br)Br (BBr3). RXN SMILES: [Cl:1][C:2]1[C:11]2[C:6](=[CH:7][CH:8]=[C:9]([O:12]C)[CH:10]=2)[N:5]=[C:4]([C:14]2[CH:19]=[CH:18][CH:17]=[CH:16][CH:15]=2)[CH:3]=1.B(Br)(Br)Br>C(Cl)Cl>[Cl:1][C:2]1[C:11]2[C:6](=[CH:7][CH:8]=[C:9]([OH:12])[CH:10]=2)[N:5]=[C:4]([C:14]2[CH:19]=[CH:18][CH:17]=[CH:16][CH:15]=2)[CH:3]=1. Isolated yield 39.6%. The product is ClC1=CC(=NC2=CC=C(C=C12)O)C1=CC=CC=C1 (4-chloro-2-phenyl-quinolin-6-ol). Run in C(Cl)Cl (CH2Cl2). Run at time 4.5 hour. Procedure details: To a −78° C. solution of 4-chloro-6-methoxy-2-phenyl-quinoline (1.0 g, 3.7 mmol) in CH2Cl2 (25 ml) was added dropwise BBr3 (11.1 ml, 11.1 mmol, 1M in CH2Cl2). Reaction mixture was then allowed to warm to room temperature. After 4.5 hours, mixture was cooled to −10° C. and quenched slowly with a saturated solution of NaHCO3 (70 ml). The aqueous phase was extracted with ethyl acetate (3×100 ml). Combined organic phases were dried over Na2SO4 and concentrated. The solid residue was refluxed during ... The reactants are FC1=CC=C(C=C1)[Mg]Br (4-fluorophenylmagnesium bromide), O=C1CN(CC1)C(=O)OC(C)(C)C (tert-butyl 3-oxopyrrolidine-1-carboxylate). The solvent is C(C)OCC (diethyl ether). Run at time 30 minute. Product: FC1=CC=C(C=C1)C1(CN(CC1)C(=O)OC(C)(C)C)O (tert-Butyl 3-(4-fluorophenyl)-3-hydroxypyrrolidine-1-carboxylate). As a reaction SMILES: [F:1][C:2]1[CH:7]=[CH:6][C:5]([Mg]Br)=[CH:4][CH:3]=1.[O:10]=[C:11]1[CH2:15][CH2:14][N:13]([C:16]([O:18][C:19]([CH3:22])([CH3:21])[CH3:20])=[O:17])[CH2:12]1>C(OCC)C>[F:1][C:2]1[CH:7]=[CH:6][C:5]([C:11]2([OH:10])[CH2:15][CH2:14][N:13]([C:16]([O:18][C:19]([CH3:21])([CH3:20])[CH3:22])=[O:17])[CH2:12]2)=[CH:4][CH:3]=1. Reported procedure: A solution of 4-fluorophenylmagnesium bromide (1M in THF, 11 mL, 11 mmol) was added gradually to a solution of tert-butyl 3-oxopyrrolidine-1-carboxylate (1.85 g, 10 mmol) in diethyl ether (40 mL) during 5 min at ambient temperature. The mixture was stirred for 30 min and thereafter slowly quenched with NH3Cl (10 mL, 3M). The organic phase was isolated and evaporated. The residue was purified by flash chromatography (SiO2 2:1 heptane/EtOAc) to afford the title compound, which was used without fur... The reactants are O (water), solution, B(Br)(Br)Br (boron tribromide), COC1=CC=C(C=C1)C=1SC(=NN1)C1=CC=C(C=C1)OC (2,5-bis(4-methoxyphenyl)-1,3,4-thiadiazole). Solvent: ClCCl (dichloromethane), ClCCl (dichloromethane). Conditions: time 8 hour. Yields the product OC1=CC=C(C=C1)C=1SC(=NN1)C1=CC=C(C=C1)O (2,5-bis(4-hydroxyphenyl)-1,3,4-thiadiazole). RXN SMILES: B(Br)(Br)Br.C[O:6][C:7]1[CH:12]=[CH:11][C:10]([C:13]2[S:14][C:15]([C:18]3[CH:23]=[CH:22][C:21]([O:24]C)=[CH:20][CH:19]=3)=[N:16][N:17]=2)=[CH:9][CH:8]=1.O>ClCCl>[OH:6][C:7]1[CH:8]=[CH:9][C:10]([C:13]2[S:14][C:15]([C:18]3[CH:23]=[CH:22][C:21]([OH:24])=[CH:20][CH:19]=3)=[N:16][N:17]=2)=[CH:11][CH:12]=1. Procedure: A 1M solution of boron tribromide in dichloromethane (100 cm3) is added dropwise to a solution of 2,5-bis(4-methoxyphenyl)-1,3,4-thiadiazole [J. prakt. Chem., (1 980) Vol. 322, pp. 933] (2.0 g) and dichloromethane (50 cm3) at 0° C. under an atmosphere of nitrogen. The reaction solution is stirred overnight and water (100 cm3) added. The organic layer is separated off and the aqueous layer extracted with dichloromethane (2×100 cm3). The combined organic layers are washed with brine (2×100 cm3) an... Starting materials: O=C1CCC(=O)N1Br, Cc1cccc([N+](=O)[O-])c1Br, ClC(Cl)(Cl)Cl. The product is O=[N+]([O-])c1cccc(CBr)c1Br. Reaction SMILES: [Br:12][N:13]1[C:14](=[O:15])[CH2:16][CH2:17][C:18]1=[O:19].[Br:1][c:2]1[c:3]([CH3:11])[cH:4][cH:5][cH:6][c:7]1[N+:8](=[O:9])[O-:10].[C:20]([Cl:21])([Cl:22])([Cl:23])[Cl:24]>>[Br:1][c:2]1[c:3]([CH2:11][Br:12])[cH:4][cH:5][cH:6][c:7]1[N+:8](=[O:9])[O-:10]. Starting materials: FC(OC1=NC(=NC(=C1)OC)N)F (4-difluoromethoxy-6-methoxypyrimidin-2-amine), C(C)OC1=CC(=C(C(=O)OC)C=C1)S(=O)(=O)N=C=O (methyl 4-ethoxy-2-(isocyanatosulfonyl)benzoate). Run in ClCCl (dichloromethane), ClCCl (dichloromethane), hexanes. Reaction conditions: time 12 hour. Product: FC(OC1=NC(=NC(=C1)OC)NC(=O)NS(=O)(=O)C1=C(C(=O)OC)C=CC(=C1)OCC)F (Methyl 2-[[[4-(difluoromethoxy)-6-methoxypyrimidin-2-yl]aminocarbonyl]aminosulfonyl]-4-ethoxybenzoate). Reaction SMILES: [F:1][CH:2]([F:13])[O:3][C:4]1[CH:9]=[C:8]([O:10][CH3:11])[N:7]=[C:6]([NH2:12])[N:5]=1.[CH2:14]([O:16][C:17]1[CH:26]=[CH:25][C:20]([C:21]([O:23][CH3:24])=[O:22])=[C:19]([S:27]([N:30]=[C:31]=[O:32])(=[O:29])=[O:28])[CH:18]=1)[CH3:15]>ClCCl>[F:13][CH:2]([F:1])[O:3][C:4]1[CH:9]=[C:8]([O:10][CH3:11])[N:7]=[C:6]([NH:12][C:31]([NH:30][S:27]([C:19]2[CH:18]=[C:17]([O:16][CH2:14][CH3:15])[CH:26]=[CH:25][C:20]=2[C:21]([O:23][CH3:24])=[O:22])(=[O:29])=[O:28])=[O:32])[N:5]=1. Procedure details: To a slurry of 4-difluoromethoxy-6-methoxypyrimidin-2-amine (0.56 g, 2.92 mmol) in dry dichloromethane (5 mL) was added a solution of methyl 4-ethoxy-2-(isocyanatosulfonyl)benzoate (crude, ca. 5.6 mL) in dichloromethane (5 mL). The reaction mixture was heated at reflux for 3 hours, during which time the solid dissolved. On stirring at room temperature for 12 hours a new solid formed. The crude reaction mixture was chromatographed directly on a column of silica gel using as eluant 40:1, 20:1, and... Starting materials: C(C)(=O)O (acetic acid), C(C)(C)(C)N1C(C=2N(C3=CC=CC=C13)C=NC2C(=O)OCC)=O (ethyl 5-tert-butyl-4,5-dihydro-4-oxo-imidazo[1,5-a]quinoxaline-3-carboxylate), CC(C(C)(C)C)=O (pinacolone), [H-].[Na+] (sodium hydride). Run in O1CCCC1 (tetrahydrofuran). The product is C(C)(C)(C)N1C(C=2N(C3=CC=CC=C13)C=NC2C(CC(C(C)(C)C)=O)=O)=O (5-tert-butyl-4,5-dihydro-3-(4,4-dimethyl-1,3-dioxopentyl)-4-oxo-imidazo[1,5-a]quinoxaline). Reaction SMILES: [C:1]([N:5]1[C:14]2[C:9](=[CH:10][CH:11]=[CH:12][CH:13]=2)[N:8]2[CH:15]=[N:16][C:17]([C:18](OCC)=[O:19])=[C:7]2[C:6]1=[O:23])([CH3:4])([CH3:3])[CH3:2].[CH3:24][C:25](=[O:30])[C:26]([CH3:29])([CH3:28])[CH3:27].[H-].[Na+].C(O)(=O)C>O1CCCC1>[C:1]([N:5]1[C:14]2[C:9](=[CH:10][CH:11]=[CH:12][CH:13]=2)[N:8]2[CH:15]=[N:16][C:17]([C:18](=[O:19])[CH2:24][C:25](=[O:30])[C:26]([CH3:29])([CH3:28])[CH3:27])=[C:7]2[C:6]1=[O:23])([CH3:4])([CH3:3])[CH3:2] |f:2.3|. Procedure: To a stirred mixture of ethyl 5-tert-butyl-4,5-dihydro-4-oxo-imidazo[1,5-a]quinoxaline-3-carboxylate (1.6 g, 5 mmol) and pinacolone (1.25 ml, 10 mmol) in dry tetrahydrofuran (THF) (30 ml) was added sodium hydride (200 mg, 80% in mineral oil, 6.9 mmol). The mixture was brought to reflux for 2 h, then cooled to room temperature and neutralized with acetic acid. After evaporation of the solvent the residue was partitioned between sat. aqueous NaHCO3 (10 ml) and methylene chloride (30 ml). The organ...